From a dataset of the Open Reaction Database (ORD), a public repository of structured organic reaction records. describe an organic reaction: reactants, conditions, products, and yield Reactants: S(=O)([O-])[O-].[Na+].[Na+] (Sodium sulfite), peroxide, C(=O)([O-])[O-].C(=O)([O-])[O-].OO.OO.OO.[Na+].[Na+].[Na+].[Na+] (sodium carbonate peroxide), OO (Interox). The solvent is O (water). Yields the product S(=O)([O-])[O-].[Na+].[Na+].C(=O)([O-])[O-].C(=O)([O-])[O-].OO.OO.OO.[Na+].[Na+].[Na+].[Na+] (Sodium Sulfite Sodium Carbonate Peroxide). RXN SMILES: [S:1]([O-:4])([O-:3])=[O:2].[Na+:5].[Na+].[C:7]([O-:10])([O-:9])=[O:8].[C:11]([O-:14])([O-:13])=[O:12].[OH:15][OH:16].OO.OO.[Na+].[Na+].[Na+].[Na+].OO>O>[S:1]([O-:4])([O-:3])=[O:2].[Na+:5].[Na+:5].[C:7]([O-:10])([O-:9])=[O:8].[C:11]([O-:14])([O-:13])=[O:12].[OH:15][OH:16].[OH:15][OH:16].[OH:15][OH:16].[Na+:5].[Na+:5].[Na+:5].[Na+:5] |f:0.1.2,3.4.5.6.7.8.9.10.11,14.15.16.17.18.19.20.21.22.23.24.25|. Procedure details: Sodium sulfite and sodium carbonate peroxide (FB grade) were obtained from EM Science (Gibbstown, N.J. USA) and Solvay Interox (Houston, Tex. USA), respectively. The powders were mixed in different ratios and dispersed into a 35 ml beaker of water at 25° C. Table I summarizes the three compositions used in this example. The final temperature of the product varied from about 45° C. to 80° C., based on the amount of peroxide in the system. Reactants: ClC=1C=C(C=CC1F)CC#N (3-chloro-4-fluorophenylacetonitrile), CI (MeI), CN(C)C=O (DMF), [H-].[Na+] (NaH), CN(C)C=O (DMF). Conditions: temperature 0 celsius, time 3 hour. Product: ClC=1C=C(C=CC1F)C(C#N)(C)C (2-(3-Chloro-4-fluorophenyl)-2-methylpropanenitrile). RXN SMILES: [H-].[Na+].[Cl:3][C:4]1[CH:5]=[C:6]([CH2:11][C:12]#N)[CH:7]=[CH:8][C:9]=1[F:10].[CH3:14]I.C[N:17]([CH:19]=O)C>>[Cl:3][C:4]1[CH:5]=[C:6]([C:11]([CH3:12])([CH3:14])[C:19]#[N:17])[CH:7]=[CH:8][C:9]=1[F:10] |f:0.1|. Procedure: NaH (60% dispersion in mineral oil, 13.3 g, 333 mmol) was suspended in DMF (151 mL, 151 mmol), cooled to 0° C., and then a solution of 3-chloro-4-fluorophenylacetonitrile (25.65 g, 151 mmol) and MeI (23.6 mL, 378 mmol) in DMF was added dropwise via addition funnel. The reaction mixture was slowly warmed to ambient temperature and stirred for 3 hours. The reaction mixture was quenched with water, diluted with 200 mL of diethyl ether, added to a separatory funnel, partitioned with water, washed wi... Reactants: C(=O)(O)CC(=O)O[C@@H](CC1=C(C=[N+](C=C1Cl)[O-])Cl)C1=CC(=C(C=C1)OC(F)F)OCC1CC1 ((S)-4-(2-(2-carboxyacetoxy)-2-(3-(cyclopropylmethoxy)-4-(difluoromethoxy)phenyl)ethyl)-3,5-dichloropyridine 1-oxide), C1(CC1)COC1=C(C=CC(=C1)CO)N(C(OC(C)(C)C)=O)S(=O)(=O)C (tert-butyl 2-(cyclopropylmethoxy)-4-(hydroxymethyl)phenyl-(methylsulfonyl)-carbamate). Reagents/catalysts: CN(C)C=1C=CN=CC1 (DMAP). Run in CN(C)C=O (DMF). Run at time 8 hour. The product is C(C)(C)(C)OC(=O)N(S(=O)(=O)C)C1=C(C=C(COC(CC(=O)O[C@@H](CC2=C(C=[N+](C=C2Cl)[O-])Cl)C2=CC(=C(C=C2)OC(F)F)OCC2CC2)=O)C=C1)OCC1CC1 ((S)-4-(2-(3-(4-(N-(tert-butoxycarbonyl)-methylsulfonamido)-3-(cyclopropylmethoxy)benzyloxy)-3-oxopropanoyloxy)-2-(3-(cyclopropylmethoxy)-4-(difluoromethoxy)phenyl)ethyl)-3,5-dichloropyridine 1-oxide). Reaction SMILES: [C:1]([CH2:4][C:5]([O:7][C@H:8]([C:19]1[CH:24]=[CH:23][C:22]([O:25][CH:26]([F:28])[F:27])=[C:21]([O:29][CH2:30][CH:31]2[CH2:33][CH2:32]2)[CH:20]=1)[CH2:9][C:10]1[C:15]([Cl:16])=[CH:14][N+:13]([O-:17])=[CH:12][C:11]=1[Cl:18])=[O:6])([OH:3])=[O:2].[CH:34]1([CH2:37][O:38][C:39]2[CH:44]=[C:43]([CH2:45]O)[CH:42]=[CH:41][C:40]=2[N:47]([S:55]([CH3:58])(=[O:57])=[O:56])[C:48](=[O:54])[O:49][C:50]([CH3:53])([CH3:52])[CH3:51])[CH2:36][CH2:35]1>CN(C1C=CN=CC=1)C.CN(C=O)C>[C:50]([O:49][C:48]([N:47]([C:40]1[CH:41]=[CH:42][C:43]([CH2:45][O:2][C:1](=[O:3])[CH2:4][C:5]([O:7][C@H:8]([C:19]2[CH:24]=[CH:23][C:22]([O:25][CH:26]([F:28])[F:27])=[C:21]([O:29][CH2:30][CH:31]3[CH2:32][CH2:33]3)[CH:20]=2)[CH2:9][C:10]2[C:15]([Cl:16])=[CH:14][N+:13]([O-:17])=[CH:12][C:11]=2[Cl:18])=[O:6])=[CH:44][C:39]=1[O:38][CH2:37][CH:34]1[CH2:35][CH2:36]1)[S:55]([CH3:58])(=[O:56])=[O:57])=[O:54])([CH3:53])([CH3:51])[CH3:52]. Procedure details: A mixture of (S)-4-(2-(2-carboxyacetoxy)-2-(3-(cyclopropylmethoxy)-4-(difluoromethoxy)phenyl)ethyl)-3,5-dichloropyridine 1-oxide (50 mg, 0.099 mmol), tert-butyl 2-(cyclopropylmethoxy)-4-(hydroxymethyl)phenyl-(methylsulfonyl)-carbamate (73 mg, 0.2 mmol), DMAP (14.5 mg, 0.12 mmol), and ECD (57 mg, 0.3 mmol) in DMF (1.5 ml) was stirred at RT overnight. The reaction mixture was quenched with water, and the product was extracted with EtOAc. The organic phase was washed with HCl 1M, NaHCO3 sat. sol. a... Reactants: OCc1cc(Cl)c(OCc2ccccc2)c(Cl)c1, CCOCC, ClCCl, BrP(Br)Br. Yields the product Clc1cc(CBr)cc(Cl)c1OCc1ccccc1. Reaction SMILES: [CH2:5]([c:6]1[cH:7][cH:8][cH:9][cH:10][cH:11]1)[O:12][c:13]1[c:14]([Cl:22])[cH:15][c:16]([CH2:20][OH:21])[cH:17][c:18]1[Cl:19].[CH3:26][CH2:27][O:28][CH2:29][CH3:30].[Cl:23][CH2:24][Cl:25].[P:1]([Br:2])([Br:3])[Br:4]>>[Br:2][CH2:20][c:16]1[cH:15][c:14]([Cl:22])[c:13]([O:12][CH2:5][c:6]2[cH:7][cH:8][cH:9][cH:10][cH:11]2)[c:18]([Cl:19])[cH:17]1. The reactants are COC1=CC=C(CNC2=NC(=CC(=C2)C(F)(F)F)C2=CC=C(C=C2)C(F)(F)F)C=C1 ((4-methoxy-benzyl)-[4-trifluoromethyl-6-(4-trifluoromethyl-phenyl)-pyridin-2-yl]-amine). The solvent is OS(=O)(=O)O (H2SO4). Reaction conditions: temperature 5 celsius, time 5 minute. Yields the product FC(C1=CC(=NC(=C1)C1=CC=C(C=C1)C(F)(F)F)N)(F)F (4-Trifluoromethyl-6-(4-trifluoromethyl-phenyl)-pyridin-2-ylamine). RXN SMILES: COC1C=CC(C[NH:8][C:9]2[CH:14]=[C:13]([C:15]([F:18])([F:17])[F:16])[CH:12]=[C:11]([C:19]3[CH:24]=[CH:23][C:22]([C:25]([F:28])([F:27])[F:26])=[CH:21][CH:20]=3)[N:10]=2)=CC=1>OS(O)(=O)=O>[F:18][C:15]([F:16])([F:17])[C:13]1[CH:12]=[C:11]([C:19]2[CH:24]=[CH:23][C:22]([C:25]([F:26])([F:28])[F:27])=[CH:21][CH:20]=2)[N:10]=[C:9]([NH2:8])[CH:14]=1. Procedure: To (4-methoxy-benzyl)-[4-trifluoromethyl-6-(4-trifluoromethyl-phenyl)-pyridin-2-yl]-amine (6.4 g, 15 mmol) immersed in an icebath was added icecold conc. H2SO4 (30 mL) [immediate development of a deep red color!] and the mixture was stirred at 5° C. for 5 min, then the cooling bath was removed and stirring was continued at 23° C. for 2 h until all gummy material had dissolved into a clear deep red solution. Poured onto ice, made alkaline with 32% NaOH-sol., saturated with solid NaCI, extracted t...